From a dataset of the Open Reaction Database (ORD), a public repository of structured organic reaction records. describe an organic reaction: reactants, conditions, products, and yield The reactants are CSC=1N=NC(=C(N1)N1CCC2=C(CC1)C=CC=C2)C#N (3-methylsulfanyl-5-(1,2,4,5-tetrahydro-benzo[d]azepin-3-yl)-[1,2,4]triazine-6-carbonitrile), C(C)(C)(C)OC(NCCN)=O ((2-aminoethyl)-carbamic acid tert-butyl ester). The solvent is O1CCOCC1 (dioxane). Product: C(C)(C)(C)OC(NCCNC=1N=NC(=C(N1)N1CCC2=C(CC1)C=CC=C2)C#N)=O ({2-[6-cyano-5-(1,2,4,5-tetrahydro-benzo[d]azepin-3-yl)-[1,2,4]triazin-3-ylamino]-ethyl}-carbamic acid tert-butyl ester). As a reaction SMILES: CS[C:3]1[N:4]=[N:5][C:6]([C:20]#[N:21])=[C:7]([N:9]2[CH2:15][CH2:14][C:13]3[CH:16]=[CH:17][CH:18]=[CH:19][C:12]=3[CH2:11][CH2:10]2)[N:8]=1.[C:22]([O:26][C:27](=[O:32])[NH:28][CH2:29][CH2:30][NH2:31])([CH3:25])([CH3:24])[CH3:23]>O1CCOCC1>[C:22]([O:26][C:27](=[O:32])[NH:28][CH2:29][CH2:30][NH:31][C:3]1[N:4]=[N:5][C:6]([C:20]#[N:21])=[C:7]([N:9]2[CH2:15][CH2:14][C:13]3[CH:16]=[CH:17][CH:18]=[CH:19][C:12]=3[CH2:11][CH2:10]2)[N:8]=1)([CH3:25])([CH3:23])[CH3:24]. Procedure: In analogy to the procedure described in example 4 the 3-methylsulfanyl-5-(1,2,4,5-tetrahydro-benzo[d]azepin-3-yl)-[1,2,4]triazine-6-carbonitrile was reacted with (2-aminoethyl)-carbamic acid tert-butyl ester in dioxane at 120° C. overnight to give {2-[6-cyano-5-(1,2,4,5-tetrahydro-benzo[d]azepin-3-yl)-[1,2,4]triazin-3-ylamino]-ethyl}-carbamic acid tert-butyl ester as a white solid; MS: 410 (M+H)+. Reactants: [Mg] (magnesium), COC(C(CCCC)=O)OC (1,1-dimethoxy-2-hexanone), C(C#C)Br (propargyl bromide), N1C=NC=C1 (imidazole), C[Si](Cl)(C)C (trimethylchlorosilane), S(=O)(=O)([O-])[O-].[Mg+2] (magnesium sulfate), mercuric chloride, BrCCBr (1,2-dibromoethane), [Cl-].[NH4+] (ammonium chloride). Solvent: CCOCC (ether), O (water), CCOCC (ether), CCOCC (ether), O1CCCC1 (tetrahydrofuran). Conditions: temperature 0 celsius, time 70 minute. Product: COC(C(CC#C)(CCCC)O[Si](C)(C)C)OC (4-Dimethoxymethyl-4-trimethylsiloxy-1-octyne). Reaction SMILES: [Mg].BrCCBr.[CH3:6][O:7][CH:8]([O:15][CH3:16])[C:9](=[O:14])[CH2:10][CH2:11][CH2:12][CH3:13].[CH2:17](Br)[C:18]#[CH:19].[Cl-].[NH4+].S([O-])([O-])(=O)=O.[Mg+2].N1C=CN=C1.[CH3:34][Si:35]([CH3:38])([CH3:37])Cl>O.O1CCCC1.CCOCC>[CH3:16][O:15][CH:8]([O:7][CH3:6])[C:9]([O:14][Si:35]([CH3:38])([CH3:37])[CH3:34])([CH2:10][CH2:11][CH2:12][CH3:13])[CH2:17][C:18]#[CH:19] |f:4.5,6.7|. Procedure: To a suspension of 5.31 g. (0.22 moles) of magnesium in 15 ml. of ether is added 100 mg. of mercuric chloride and 1.5 ml. of 1,2-dibromoethane. After the reaction begins, another 45 ml. of ether is added followed by the dropwise addition of a solution of 25 g. (0.16 moles of 1,1-dimethoxy-2-hexanone and 27.3 g. (0.2 moles) of 85% propargyl bromide in 45 ml. of ether at a rate which maintains reflux. Midway through the addition 15 ml. of tetrahydrofuran is added. After complete addition of the so... The reactants are C([O-])(O)=O.[Na+] (sodium bicarbonate), COC1=C(C=CC2=C1CCC(CC2)NCCOC)N (1-Methoxy-N*7*-(2-methoxy-ethyl)-6,7,8,9-tetrahydro-5H-benzocycloheptene-2,7-diamine), ClC1=NC=C(C(=N1)N[C@H]1[C@H]([C@@H]2C=C[C@H]1C2)C(=O)N)Cl ((1S,2S,3R,4R)-3-(2,5-dichloro-pyrimidin-4-ylamino)-bicyclo[2.2.1]hept-5-ene-2-carboxylic acid amide), Cl (HCl), O1CCOCC1 (dioxane). Solvent: COCCO (2-methoxyethanol). Conditions: temperature 130 celsius. Product: ClC=1C(=NC(=NC1)NC=1C=CC2=C(CCC(CC2)NCCOC)C1OC)N[C@H]1[C@H]([C@@H]2C=C[C@H]1C2)C(=O)N ((1S,2S,3R,4R)-3-{5-Chloro-2-[1-methoxy-7-(2-methoxy-ethylamino)-6,7,8,9-tetrahydro-5H-benzocyclohepten-2-ylamino]-pyrimidin-4-ylamino}-bicyclo[2.2.1]hept-5-ene-2-carboxylic acid amide). The yield is 14.7%. As a reaction SMILES: [CH3:1][O:2][C:3]1[C:8]2[CH2:9][CH2:10][CH:11]([NH:14][CH2:15][CH2:16][O:17][CH3:18])[CH2:12][CH2:13][C:7]=2[CH:6]=[CH:5][C:4]=1[NH2:19].Cl[C:21]1[N:26]=[C:25]([NH:27][C@@H:28]2[C@@H:33]3[CH2:34][C@@H:30]([CH:31]=[CH:32]3)[C@@H:29]2[C:35]([NH2:37])=[O:36])[C:24]([Cl:38])=[CH:23][N:22]=1.Cl.O1CCOCC1.C(=O)(O)[O-].[Na+]>COCCO>[Cl:38][C:24]1[C:25]([NH:27][C@@H:28]2[C@@H:33]3[CH2:34][C@@H:30]([CH:31]=[CH:32]3)[C@@H:29]2[C:35]([NH2:37])=[O:36])=[N:26][C:21]([NH:19][C:4]2[CH:5]=[CH:6][C:7]3[CH2:13][CH2:12][CH:11]([NH:14][CH2:15][CH2:16][O:17][CH3:18])[CH2:10][CH2:9][C:8]=3[C:3]=2[O:2][CH3:1])=[N:22][CH:23]=1 |f:4.5|. Procedure: 1-Methoxy-N*7*-(2-methoxy-ethyl)-6,7,8,9-tetrahydro-5H-benzocycloheptene-2,7-diamine 200 mg, 0.8 mmol) and (1S,2S,3R,4R)-3-(2,5-dichloro-pyrimidin-4-ylamino)-bicyclo[2.2.1]hept-5-ene-2-carboxylic acid amide (224 mg, 0.750 mmol) were dissolved in 5 ml 2-methoxyethanol in a reaction tube. 4N HCl in dioxane (0.4 ml, 1.6 mmol) was charged and the reaction heated to 130° C. The reaction was followed by HPLC. Upon completion, the reaction was poured into saturated sodium bicarbonate (50 ml) and extrac... The reactants are ClC1=CC=C(C=C1)S(=O)(=O)C1(CCC(CC1)NS(=O)(=O)N1CC(CC1)=O)C1=C(C=CC(=C1)F)F (3-Oxo-pyrrolidine-1-sulfonic acid [4-(4-chloro-benzenesulfonyl)-4-(2,5-difluoro-phenyl)-cyclohexyl]-amide), C[Mg]Br (methyl magnesium bromide). The solvent is O1CCCC1 (tetrahydrofuran). Reaction conditions: temperature 0 celsius, time 45 minute. Yields the product ClC1=CC=C(C=C1)S(=O)(=O)C1(CCC(CC1)NS(=O)(=O)N1CC(CC1)(C)O)C1=C(C=CC(=C1)F)F (3-Hydroxy-3-methylpyrrolidine-1-sulfonic acid [4-(4-chloro-benzenesulfonyl)-4-(2,5-difluoro-phenyl)-cyclohexyl]-amide). As a reaction SMILES: [Cl:1][C:2]1[CH:7]=[CH:6][C:5]([S:8]([C:11]2([C:27]3[CH:32]=[C:31]([F:33])[CH:30]=[CH:29][C:28]=3[F:34])[CH2:16][CH2:15][CH:14]([NH:17][S:18]([N:21]3[CH2:25][CH2:24][C:23](=[O:26])[CH2:22]3)(=[O:20])=[O:19])[CH2:13][CH2:12]2)(=[O:10])=[O:9])=[CH:4][CH:3]=1.[CH3:35][Mg]Br>O1CCCC1>[Cl:1][C:2]1[CH:7]=[CH:6][C:5]([S:8]([C:11]2([C:27]3[CH:32]=[C:31]([F:33])[CH:30]=[CH:29][C:28]=3[F:34])[CH2:12][CH2:13][CH:14]([NH:17][S:18]([N:21]3[CH2:25][CH2:24][C:23]([OH:26])([CH3:35])[CH2:22]3)(=[O:20])=[O:19])[CH2:15][CH2:16]2)(=[O:10])=[O:9])=[CH:4][CH:3]=1. Procedure: The product from Example 182 (65 mg, 0.12 mmol) in tetrahydrofuran (10 ml) at 0° C. was treated with methyl magnesium bromide (3M solution in tetrahydrofuran, 0.4 ml). The reaction was stirred at 0° C. for 45 minutes then quenched with NH4Cl solution, extracted into ethyl acetate and evaporated. The residue was purified by chromatography on silica (diethyl ether) to afford the desired compound (18 mg). 1H NMR (360 MHz, CDCl3) δ 7.38–7.31 (4H, m), 7.07–7.06 (2H, m) 6.89–6.80 (1H, m), 4.90–4.98 (1... Reactants: COC(C1=C(C=C(C=C1)OCCCO/N=C/C1=CC=C(C=C1)C(C)(C)C)NC(=O)C1=CC=C(C=C1)C1=CC=CC=C1)=O (2-[(1,1′-biphenyl-4-ylcarbonyl)amino]4-[3-({[(1E)-(4-tert-butylphenyl)methylidene]amino}oxy)propoxy]benzoic acid methyl ester), [OH-].[K+] (KOH). The solvent is C1CCOC1.CO (THF MeOH). Product: C1(=CC=C(C=C1)C(=O)NC1=C(C(=O)O)C=CC(=C1)OCCCO/N=C/C1=CC=C(C=C1)C(C)(C)C)C1=CC=CC=C1 (2-[(1,1′-biphenyl-4-ylcarbonyl)amino]-4-[3-({[(1E)-(4-tert-butylphenyl)methylidene]amino}oxy)propoxy]benzoic acid). Isolated yield 63616.1%. RXN SMILES: C[O:2][C:3](=[O:42])[C:4]1[CH:9]=[CH:8][C:7]([O:10][CH2:11][CH2:12][CH2:13][O:14]/[N:15]=[CH:16]/[C:17]2[CH:22]=[CH:21][C:20]([C:23]([CH3:26])([CH3:25])[CH3:24])=[CH:19][CH:18]=2)=[CH:6][C:5]=1[NH:27][C:28]([C:30]1[CH:35]=[CH:34][C:33]([C:36]2[CH:41]=[CH:40][CH:39]=[CH:38][CH:37]=2)=[CH:32][CH:31]=1)=[O:29].[OH-].[K+]>C1COCC1.CO>[C:33]1([C:36]2[CH:41]=[CH:40][CH:39]=[CH:38][CH:37]=2)[CH:34]=[CH:35][C:30]([C:28]([NH:27][C:5]2[CH:6]=[C:7]([O:10][CH2:11][CH2:12][CH2:13][O:14]/[N:15]=[CH:16]/[C:17]3[CH:18]=[CH:19][C:20]([C:23]([CH3:26])([CH3:24])[CH3:25])=[CH:21][CH:22]=3)[CH:8]=[CH:9][C:4]=2[C:3]([OH:42])=[O:2])=[O:29])=[CH:31][CH:32]=1 |f:1.2,3.4|. Reported procedure: The desired product was prepared using a procedure similar to Step 7 of example 34. Thus, 2-[(1,1′-biphenyl-4-ylcarbonyl)amino]4-[3-({[(1E)-(4-tert-butylphenyl)methylidene]amino}oxy)propoxy]benzoic acid methyl ester (0.253 g, 0.448 mmol) was reacted with 1N KOH (0.90 ml) in THF/MeOH (6 ml/4 ml) to give 2-[(1,1′-biphenyl-4-ylcarbonyl)amino]-4-[3-({[(1E)-(4-tert-butylphenyl)methylidene]amino}oxy)propoxy]benzoic acid (0.157 g, 0.285 mol, 64%) as a white solid, mp 155-158.5° C. 1H NMR (DMSO-d6) δ 1.... The reactants are BrCC1=CC(=NC2=CC=C(C=C12)Cl)O (4-bromomethyl-6-chloro-2-hydroxyquinoline), ClC1=C(C=CC(=C1)Cl)C(CN1C=NC=C1)O (1-(2,4-dichlorophenyl)-2-(1H-imidazol-1-yl)ethanol), [OH-].[Na+] (sodium hydroxide), Cl (hydrochloric acid), N (ammonia), Cl (hydrochloride), crystal. The reagents and catalysts are [Cl-].C(C1=CC=CC=C1)[N+](C)(C)C (benzyltrimethylammonium chloride). The solvent is O (water), O1CCCC1 (tetrahydrofuran), O (water), O (water), CCOCC (ether). Product: Cl.ClC=1C=C2C(=CC(=NC2=CC1)O)COC(CN1C=NC=C1)C1=C(C=C(C=C1)Cl)Cl (6-Chloro-4-[[1-(2,4-dichlorophenyl)-2-(1H-imidazol-1-yl)ethoxy]methyl]-2-quinolinol, hydrochloride). Reaction SMILES: Br[CH2:2][C:3]1[C:12]2[C:7](=[CH:8][CH:9]=[C:10]([Cl:13])[CH:11]=2)[N:6]=[C:5]([OH:14])[CH:4]=1.[Cl:15][C:16]1[CH:21]=[C:20]([Cl:22])[CH:19]=[CH:18][C:17]=1[CH:23]([OH:30])[CH2:24][N:25]1[CH:29]=[CH:28][N:27]=[CH:26]1.[OH-].[Na+].Cl.N>O.[Cl-].C([N+](C)(C)C)C1C=CC=CC=1.CCOCC.O1CCCC1>[ClH:13].[Cl:13][C:10]1[CH:11]=[C:12]2[C:7](=[CH:8][CH:9]=1)[N:6]=[C:5]([OH:14])[CH:4]=[C:3]2[CH2:2][O:30][CH:23]([C:17]1[CH:18]=[CH:19][C:20]([Cl:22])=[CH:21][C:16]=1[Cl:15])[CH2:24][N:25]1[CH:29]=[CH:28][N:27]=[CH:26]1 |f:2.3,7.8,11.12|. Reported procedure: 4.1 g of 4-bromomethyl-6-chloro-2-hydroxyquinoline (0.015 mol), 3.9 g of 1-(2,4-dichlorophenyl)-2-(1H-imidazol-1-yl)ethanol (0.015 mol), 15.2 g of sodium hydroxide (0.38 mol) in 15 ml of water, 0.25 g of benzyltrimethylammonium chloride and 50 ml of tetrahydrofuran are reacted in a manner similar to the procedure of Example 1. After work up of the mixture, the oily product is treated with water and ether. To the aqueous layer is added half concentrated hydrochloric acid (pH 5) and subsequently a... Reactants: C1(CC1)N1C=C(C(C2=C(C(=C(C(=C12)F)F)F)F)=O)C(=O)OCC (ethyl 1-cyclopropyl-5,6,7,8-tetrafluor-1,4-dihydro-4-oxoquinoline-3-carboxylate), C([O-])([O-])=O.[K+].[K+] (potassium carbonate), Example 1 ( 2 ), C(C1=CC=CC=C1)N (benzylamine). Solvent: C(C)#N (acetonitrile). Yields the product C(C1=CC=CC=C1)NC1=C2C(C(=CN(C2=C(C(=C1F)F)F)C1CC1)C(=O)OCC)=O (ethyl 5-benzylamino-1-cyclopropyl-6,7,8-trifluoro-1,4-dihydro-4-oxoquinoline3-carboxylate). Reaction SMILES: [CH:1]1([N:4]2[C:13]3[C:8](=[C:9](F)[C:10]([F:16])=[C:11]([F:15])[C:12]=3[F:14])[C:7](=[O:18])[C:6]([C:19]([O:21][CH2:22][CH3:23])=[O:20])=[CH:5]2)[CH2:3][CH2:2]1.[CH2:24]([NH2:31])[C:25]1[CH:30]=[CH:29][CH:28]=[CH:27][CH:26]=1.C(=O)([O-])[O-].[K+].[K+]>C(#N)C>[CH2:24]([NH:31][C:9]1[C:10]([F:16])=[C:11]([F:15])[C:12]([F:14])=[C:13]2[C:8]=1[C:7](=[O:18])[C:6]([C:19]([O:21][CH2:22][CH3:23])=[O:20])=[CH:5][N:4]2[CH:1]1[CH2:2][CH2:3]1)[C:25]1[CH:30]=[CH:29][CH:28]=[CH:27][CH:26]=1 |f:2.3.4|. Reported procedure: A mixture of ethyl 1-cyclopropyl-5,6,7,8-tetrafluor-1,4-dihydro-4-oxoquinoline-3-carboxylate (28.2 g) prepared in Referential Example 1 (2), benzylamine (9.8 ml), anhydrous potassium carbonate (23.6 g), and acetonitrile (140 ml) was heated at 100°-110° C. for 1 hour to give ethyl 5-benzylamino-1-cyclopropyl-6,7,8-trifluoro-1,4-dihydro-4-oxoquinoline3-carboxylate (21.4 g), which was recrystallized from ethanol, m.p. 134°-135° C. Starting materials: CC(C#N)(O)C (2-methyllactonitrile), C(C)OCC (diethyl ether), Cl (hydrogen chloride). Product: Cl.CC(C(OCC)=N)(O)C (Ethyl 2,2-dimethyl-2-hydroxyacetimidate hydrochloride). Reaction SMILES: [CH3:1][C:2]([CH3:6])([OH:5])[C:3]#[N:4].[CH2:7]([O:9]CC)[CH3:8].[ClH:12]>C(O)C>[ClH:12].[CH3:1][C:2]([CH3:6])([OH:5])[C:3](=[NH:4])[O:9][CH2:7][CH3:8] |f:4.5|. Solvent: C(C)O (ethanol). Reported procedure: Four grams of 2-methyllactonitrile is added to 100 ml. of diethyl ether containing 10 ml. of ethanol followed by saturation of the resulting solution with hydrogen chloride gas. The reaction mixture is allowed to stir at room temperature for 18 hrs. and subsequently concentrated to an oil which on slurrying in ether gave 7.2 g. of the desired product. Conditions: time 18 hour.